Dataset: the Open Reaction Database (ORD), a public repository of structured organic reaction records. Task: describe an organic reaction: reactants, conditions, products, and yield The reactants are ClCC1=NC=2C=CC=CC2C=2N1N=CC2 (5-(chloromethyl)pyrazolo[1,5-c]quinazoline), [OH-].[Na+] (sodium hydroxide). Solvent: O1CCOCC1 (dioxan), O1CCOCC1 (dioxan). Conditions: time 2.5 hour. The product is C=1C=NN2CC(NC3=C(C21)C=CC=C3)=O (5H-pyrazolo[1,5-d][1,4]benzodiazepin-6(7H)-one). Reaction SMILES: Cl[CH2:2][C:3]1[N:12]2[N:13]=[CH:14][CH:15]=[C:11]2[C:10]2[CH:9]=[CH:8][CH:7]=[CH:6][C:5]=2[N:4]=1.[OH-:16].[Na+]>O1CCOCC1>[CH:15]1[CH:14]=[N:13][N:12]2[C:11]=1[C:10]1[CH:9]=[CH:8][CH:7]=[CH:6][C:5]=1[NH:4][C:2](=[O:16])[CH2:3]2 |f:1.2|. Procedure details: 3.1. A solution of 11.4 g of 5-(chloromethyl)pyrazolo[1,5-c]quinazoline in 160 ml of dioxan is added dropwise within 15 min. to a mixture of 130 ml of 1N aqueous sodium hydroxide solution and 130 ml of dioxan cooled to 0° to 5° C. The cooling is removed and the mixture is stirred at room temperature for 2.5 h. Then, the reaction mixture is poured into 600 ml of saturated aqueous sodium chloride solution and extracted four times with dichloromethane. The dichloromethane extracts are evaporated in... Reactants: COCCOC (DME), C1(=CC=CC=C1)B(O)O (phenyl boronic acid), C(C)(C)N(CC)C(C)C (diisopropyl ethylamine), ClC1=NC(=C(C(=N1)Cl)CC(=O)OC)C (methyl 2-(2,4-dichloro-6-methylpyrimidin-5-yl)acetate). Reagents/catalysts: [Pd].C1(=CC=CC=C1)P(C1=CC=CC=C1)C1=CC=CC=C1.C1(=CC=CC=C1)P(C1=CC=CC=C1)C1=CC=CC=C1.C1(=CC=CC=C1)P(C1=CC=CC=C1)C1=CC=CC=C1.C1(=CC=CC=C1)P(C1=CC=CC=C1)C1=CC=CC=C1 (Tetrakis(triphenylphosphine) palladium(0)). Run in O (water). The product is ClC1=NC(=C(C(=N1)C)CC(=O)OC)C1=CC=CC=C1 (Methyl 2-(2-chloro-4-methyl-6-phenylpyrimidin-5-yl)acetate). Yield: 66.1%. RXN SMILES: [Cl:1][C:2]1[N:7]=[C:6](Cl)[C:5]([CH2:9][C:10]([O:12][CH3:13])=[O:11])=[C:4]([CH3:14])[N:3]=1.COCCOC.[C:21]1(B(O)O)[CH:26]=[CH:25][CH:24]=[CH:23][CH:22]=1.C(N(C(C)C)CC)(C)C>[Pd].C1(P(C2C=CC=CC=2)C2C=CC=CC=2)C=CC=CC=1.C1(P(C2C=CC=CC=2)C2C=CC=CC=2)C=CC=CC=1.C1(P(C2C=CC=CC=2)C2C=CC=CC=2)C=CC=CC=1.C1(P(C2C=CC=CC=2)C2C=CC=CC=2)C=CC=CC=1.O>[Cl:1][C:2]1[N:3]=[C:4]([CH3:14])[C:5]([CH2:9][C:10]([O:12][CH3:13])=[O:11])=[C:6]([C:21]2[CH:26]=[CH:25][CH:24]=[CH:23][CH:22]=2)[N:7]=1 |f:4.5.6.7.8|. Reported procedure: To a suspension of methyl 2-(2,4-dichloro-6-methylpyrimidin-5-yl)acetate (4.42 g; 18.80 mmol) in a mixture of degassed DME (75 mL) and water (25 mL) was added phenyl boronic acid (5.73 g; 47 mmol), Tetrakis(triphenylphosphine) palladium(0) (2 g; 1.731 mmol) and diisopropyl ethylamine (12.96 mL; 75 mmol). The reaction was stirred under reflux for 3.5 h. The reaction mixture was partitioned between brine and ethyl acetate. The phases were separated and the water layer was extracted with ethyl acet...